From a dataset of the Open Reaction Database (ORD), a public repository of structured organic reaction records. describe an organic reaction: reactants, conditions, products, and yield Starting materials: [NH4+].[Cl-] (NH4Cl), COC(C1=CC(=C(C=C1)C)N1C(C(=NC(=C1)Br)Br)=O)=O (3-(3,5-dibromo-2-oxo-2H-pyrazin-1-yl)-4-methyl-benzoic acid methyl ester), C(C)(C)N(C(C)C)CC (N,N-diisopropylethylamine), CC(N)(C1=C(C=CC=C1)OCC1=CC=CC=C1)C (α,α-dimethyl-2-(phenylmethoxy)-benzenemethanamine), C1(CC1)N (cyclopropylamine), C1(CCCC1)[Mg]Br (cyclopentylmagnesium bromide). Solvent: C(C)O (Ethanol), O1CCCC1 (tetrahydrofuran). Reaction conditions: temperature 120 celsius, time 30 minute. The product is C1(CC1)NC(C1=CC(=C(C=C1)C)N1C(C(=NC=C1)NC(C)(C)C1=C(C=CC=C1)O)=O)=O (N-Cyclopropyl-3-[3-[[1-(2-hydroxyphenyl)-1-methylethyl]amino]-2-oxo-1(2H)-pyrazinyl]-4-methyl-benzamide). RXN SMILES: CO[C:3](=[O:20])[C:4]1[CH:9]=[CH:8][C:7]([CH3:10])=[C:6]([N:11]2[CH:16]=[C:15](Br)[N:14]=[C:13](Br)[C:12]2=[O:19])[CH:5]=1.C([N:24](CC)[CH:25]([CH3:27])[CH3:26])(C)C.[CH3:30][C:31]([CH3:47])([C:33]1[CH:38]=[CH:37][CH:36]=[CH:35][C:34]=1[O:39]CC1C=CC=CC=1)[NH2:32].C1(N)CC1.C1([Mg]Br)CCCC1.[NH4+].[Cl-]>O1CCCC1.C(O)C>[CH:25]1([NH:24][C:3](=[O:20])[C:4]2[CH:9]=[CH:8][C:7]([CH3:10])=[C:6]([N:11]3[CH:16]=[CH:15][N:14]=[C:13]([NH:32][C:31]([C:33]4[CH:38]=[CH:37][CH:36]=[CH:35][C:34]=4[OH:39])([CH3:30])[CH3:47])[C:12]3=[O:19])[CH:5]=2)[CH2:27][CH2:26]1 |f:5.6|. Procedure details: To a stirred solution of 3-(3,5-dibromo-2-oxo-2H-pyrazin-1-yl)-4-methyl-benzoic acid methyl ester (Example 1b, 0.4 g) in tetrahydrofuran (3 mL) within a microwave vial was added N,N-diisopropylethylamine (200 μL) and α,α-dimethyl-2-(phenylmethoxy)-benzenemethanamine (360 mg). The reaction was heated in a microwave for 100 minutes at 120° C. The reaction mixture was cooled to room temperature and cyclopropylamine (0.5 mL) was added. A solution of cyclopentylmagnesium bromide (2M in diethyl ether,... The reactants are FC1(CCC(CC1)CC=1C=C(C(=O)OC)C=CN1)F (Methyl 2-((4,4-difluorocyclohexyl)methyl)isonicotinate), Cl (HCl). Product: Cl.FC1(CCC(CC1)CC=1C=C(C(=O)OC)C=CN1)F (methyl 2-((4,4-difluorocyclohexyl)methyl)-isonicotinate hydrochloride). Reaction SMILES: [F:1][C:2]1([F:19])[CH2:7][CH2:6][CH:5]([CH2:8][C:9]2[CH:10]=[C:11]([CH:16]=[CH:17][N:18]=2)[C:12]([O:14][CH3:15])=[O:13])[CH2:4][CH2:3]1.[ClH:20]>>[ClH:20].[F:19][C:2]1([F:1])[CH2:3][CH2:4][CH:5]([CH2:8][C:9]2[CH:10]=[C:11]([CH:16]=[CH:17][N:18]=2)[C:12]([O:14][CH3:15])=[O:13])[CH2:6][CH2:7]1 |f:2.3|. Procedure: Methyl 2-((4,4-difluorocyclohexyl)methyl)isonicotinate (5 g, 18.6 mmol) was treated with HCl (4 M in dioxane) and evaporated to give methyl 2-((4,4-difluorocyclohexyl)methyl)-isonicotinate hydrochloride (5.6 g, 18.32 mmol) which was dissolved in MeOH (100 mL), then platinum(IV) oxide (0.416 g, 1.83 mmol) was added. The mixture was hydrogenated in a Büchi hydrogenator at 5 bar overnight. The catalyst was filtered off and solvents were evaporated yielding methyl 2-((4,4-difluorocyclohexyl)methyl)p... Starting materials: CC(C)(C)OC(=O)NCC1(CC(N)=O)CCCCC1, CCCCCC, CCOC(C)=O, Clc1nc(Cl)nc(Cl)n1, CN(C)C=O. Product: CC(C)(C)OC(=O)NCC1(CC#N)CCCCC1. Reaction SMILES: [C:10]([CH3:11])([CH3:12])([CH3:13])[O:14][C:15]([NH:16][CH2:17][C:18]1([CH2:24][C:25]([NH2:26])=[O:27])[CH2:19][CH2:20][CH2:21][CH2:22][CH2:23]1)=[O:28].[CH3:29][CH2:30][CH2:31][CH2:32][CH2:33][CH3:34].[CH3:35][CH2:36][O:37][C:38]([CH3:39])=[O:40].[Cl:1][c:2]1[n:3][c:4]([Cl:5])[n:6][c:7]([Cl:8])[n:9]1.[O:41]=[CH:42][N:43]([CH3:44])[CH3:45]>>[C:10]([CH3:11])([CH3:12])([CH3:13])[O:14][C:15]([NH:16][CH2:17][C:18]1([CH2:24][C:25]#[N:26])[CH2:19][CH2:20][CH2:21][CH2:22][CH2:23]1)=[O:28].